Dataset: the Open Reaction Database (ORD), a public repository of structured organic reaction records. Task: describe an organic reaction: reactants, conditions, products, and yield The reactants are [Si](C)(C)(C(C)(C)C)OCCN(C(=O)C1=NC(=NC(=C1OCC1=CC=CC=C1)O)CC1(CCCC1)C1=CC=CC2=CC=CC=C12)C (5-benzyloxy-6-hydroxy-2-(1-naphthalen-1-yl-cyclopentylmethyl)-pyrimidine-4-carboxylic acid [2-(tert-butyl-dimethylsilanyloxy)-ethyl]-methyl-amide), C(C1=CC=CC=C1)OC=1C(=NC(=NC1O)CC1(CCCC1)C1=CC=CC2=CC=CC=C12)C(=O)O (5-benzyloxy-6-hydroxy-2-(1-naphthalen-1-yl-cyclopentylmethyl)-pyrimidine-4-carboxylic acid), [Si](C)(C)(C(C)(C)C)OCCNC1CC1 ([2-(tert-butyl-dimethylsilanyloxy)-ethyl]-cyclopropyl-amine). Yields the product [Si](C)(C)(C(C)(C)C)OCCN(C(=O)C1=NC(=NC(=C1OCC1=CC=CC=C1)O)CC1(CCCC1)C1=CC=CC2=CC=CC=C12)C1CC1 (5-Benzyloxy-6-hydroxy-2-(1-naphthalen-1-yl-cyclopentylmethyl)-pyrimidine-4-carboxylic acid [2-(tert-butyl-dimethylsilanyloxy)-ethyl]-cyclopropyl-amide). As a reaction SMILES: [Si:1]([O:8][CH2:9][CH2:10][N:11]([CH3:45])[C:12]([C:14]1[C:19]([O:20][CH2:21][C:22]2[CH:27]=[CH:26][CH:25]=[CH:24][CH:23]=2)=[C:18]([OH:28])[N:17]=[C:16]([CH2:29][C:30]2([C:35]3[C:44]4[C:39](=[CH:40][CH:41]=[CH:42][CH:43]=4)[CH:38]=[CH:37][CH:36]=3)[CH2:34][CH2:33][CH2:32][CH2:31]2)[N:15]=1)=[O:13])([C:4]([CH3:7])([CH3:6])[CH3:5])([CH3:3])[CH3:2].[CH2:46](OC1C(C(O)=O)=NC(CC2(C3C4C(=CC=CC=4)C=CC=3)CCCC2)=NC=1O)[C:47]1C=CC=CC=1.[Si](OCCNC1CC1)(C(C)(C)C)(C)C>>[Si:1]([O:8][CH2:9][CH2:10][N:11]([CH:45]1[CH2:47][CH2:46]1)[C:12]([C:14]1[C:19]([O:20][CH2:21][C:22]2[CH:23]=[CH:24][CH:25]=[CH:26][CH:27]=2)=[C:18]([OH:28])[N:17]=[C:16]([CH2:29][C:30]2([C:35]3[C:44]4[C:39](=[CH:40][CH:41]=[CH:42][CH:43]=4)[CH:38]=[CH:37][CH:36]=3)[CH2:31][CH2:32][CH2:33][CH2:34]2)[N:15]=1)=[O:13])([C:4]([CH3:6])([CH3:7])[CH3:5])([CH3:2])[CH3:3]. Reported procedure: This compound was prepared following the same method as described for 5-benzyloxy-6-hydroxy-2-(1-naphthalen-1-yl-cyclopentylmethyl)-pyrimidine-4-carboxylic acid [2-(tert-butyl-dimethylsilanyloxy)-ethyl]-methyl-amide (350) from 5-benzyloxy-6-hydroxy-2-(1-naphthalen-1-yl-cyclopentylmethyl)-pyrimidine-4-carboxylic acid (345) (250 mg, 0.55 mmol) and [2-(tert-butyl-dimethylsilanyloxy)-ethyl]-cyclopropyl-amine (8d) (177 mg, 0.83 mmol). The yield was 279 mg, 78% (white sticky mass). Reactants: COc1cccc(-c2cc(C)cc3c2OC(COS(=O)(=O)c2ccc(C)cc2)C3)c1OC, CN, Cl. Product: CNCC1Cc2cc(C)cc(-c3cccc(OC)c3OC)c2O1. RXN SMILES: [CH3:2][c:3]1[cH:4][cH:5][c:6]([S:7]([O:8][CH2:13][CH:14]2[O:15][c:16]3[c:17]([cH:19][c:20]([CH3:33])[cH:21][c:22]3-[c:23]3[c:24]([O:31][CH3:32])[c:25]([O:29][CH3:30])[cH:26][cH:27][cH:28]3)[CH2:18]2)(=[O:9])=[O:10])[cH:11][cH:12]1.[CH3:34][NH2:35].[ClH:1]>>[CH2:13]([CH:14]1[O:15][c:16]2[c:17]([cH:19][c:20]([CH3:33])[cH:21][c:22]2-[c:23]2[c:24]([O:31][CH3:32])[c:25]([O:29][CH3:30])[cH:26][cH:27][cH:28]2)[CH2:18]1)[NH:35][CH3:34]. The reactants are FC1=CC=C(C=C1)C1=NN=C(C2=CC=CC=C12)N1C[C@@H](N(CC1)C(=O)OC(C)(C)C)C ((S)-tert-butyl 4-(4-(4-fluorophenyl)phthalazin-1-yl)-2-methylpiperazine-1-carboxylate), Cl (HCl), CO (MeOH), resultant precipitate. Run in O1CCOCC1 (1,4-dioxane), O1CCOCC1 (1,4-dioxane). Conditions: time 2 hour. Yields the product FC1=CC=C(C=C1)C1=NN=C(C2=CC=CC=C12)N1C[C@@H](NCC1)C ((S)-1-(4-Fluorophenyl)-4-(3-methylpiperazin-1-yl)phthalazine). The yield is 92.5%. RXN SMILES: [F:1][C:2]1[CH:7]=[CH:6][C:5]([C:8]2[C:17]3[C:12](=[CH:13][CH:14]=[CH:15][CH:16]=3)[C:11]([N:18]3[CH2:23][CH2:22][N:21](C(OC(C)(C)C)=O)[C@@H:20]([CH3:31])[CH2:19]3)=[N:10][N:9]=2)=[CH:4][CH:3]=1.Cl.CO>O1CCOCC1>[F:1][C:2]1[CH:3]=[CH:4][C:5]([C:8]2[C:17]3[C:12](=[CH:13][CH:14]=[CH:15][CH:16]=3)[C:11]([N:18]3[CH2:23][CH2:22][NH:21][C@@H:20]([CH3:31])[CH2:19]3)=[N:10][N:9]=2)=[CH:6][CH:7]=1. Procedure details: Treat a solution of (S)-tert-butyl 4-(4-(4-fluorophenyl)phthalazin-1-yl)-2-methylpiperazine-1-carboxylate (7.05 g, 16.2 mmol) in 1,4-dioxane (50 mL) with 4 M HCl in 1,4-dioxane (25 mL). Add MeOH to dissolve the resultant precipitate and stir for 2 h at ambient temperature. Concentrate the reaction mixture under reduced pressure. Dissolve residue in MeOH and pour onto a 50 g Varian® SCX column. Rinse with MeOH and CH2Cl2, then elute the product with 1:1 CH2Cl2: 2 M ammonia in MeOH. Concentrate th... The reactants are ClC=1N=NC(=C(C1C)C)Cl (3,6-dichloro-4,5-dimethylpyridazine), CC1=C(C=CC=C1C)N1CCNCC1 (1-(2,3-dimethylphenyl)piperazine), C([O-])([O-])=O.[K+].[K+] (potassium carbonate). Solvent: O (water), ClC(Cl)Cl (trichloromethane). Conditions: temperature 190 celsius. The product is ClC=1N=NC(=C(C1C)C)N1CCN(CC1)C1=C(C(=CC=C1)C)C (3-chloro-6-[4-(2,3-dimethylphenyl)-1-piperazinyl]-4,5-dimethylpyridazine). The yield is 30.0%. Reaction SMILES: [Cl:1][C:2]1[N:3]=[N:4][C:5](Cl)=[C:6]([CH3:9])[C:7]=1[CH3:8].[CH3:11][C:12]1[C:17]([CH3:18])=[CH:16][CH:15]=[CH:14][C:13]=1[N:19]1[CH2:24][CH2:23][NH:22][CH2:21][CH2:20]1.C(=O)([O-])[O-].[K+].[K+]>O.ClC(Cl)Cl>[Cl:1][C:2]1[N:3]=[N:4][C:5]([N:22]2[CH2:23][CH2:24][N:19]([C:13]3[CH:14]=[CH:15][CH:16]=[C:17]([CH3:18])[C:12]=3[CH3:11])[CH2:20][CH2:21]2)=[C:6]([CH3:9])[C:7]=1[CH3:8] |f:2.3.4|. Procedure details: A mixture of 3.9 parts of 3,6-dichloro-4,5-dimethylpyridazine, 4.2 parts of 1-(2,3-dimethylphenyl)piperazine and 2.94 parts of potassium carbonate was stirred and heated for 4 hours in an oil bath at 190° C. After cooling, the mixture was taken up in water and trichloromethane. The organic layer was separated, dried, filtered and evaporated. The residue was crystallized from 2-propanol. The product was filtered off and dried, yielding 2 parts (30%) of 3-chloro-6-[4-(2,3-dimethylphenyl)-1-piperaz... Reactants: BrC1=C(C(=CC(=C1)Br)C)OC (2,4-Dibromo-6-methylanisole), BrBr (Bromine). Run in ClC(Cl)(Cl)Cl (tetrachloromethane). Procedure: A solution of the product of stage (b) (200 g) and benzyl peroxide (1 g) in tetrachloromethane (600 ml) was heated to reflux with stirring. Bromine (114 g) was added dropwise, and the mixture was stirred until it cooled to room temperature. Evaporation of the solvent gave an oil, distillation of which gave the title compound (183 g) as an oil, bp 115°-116° C./0.3 mm Hg. The reagents and catalysts are C(C1=CC=CC=C1)OOCC1=CC=CC=C1 (benzyl peroxide). RXN SMILES: [Br:1][C:2]1[CH:7]=[C:6]([Br:8])[CH:5]=[C:4]([CH3:9])[C:3]=1[O:10][CH3:11].[Br:12]Br>ClC(Cl)(Cl)Cl.C(OOCC1C=CC=CC=1)C1C=CC=CC=1>[Br:1][C:2]1[CH:7]=[C:6]([Br:8])[CH:5]=[C:4]([CH2:9][Br:12])[C:3]=1[O:10][CH3:11]. Yields the product BrC1=C(C(=CC(=C1)Br)CBr)OC (2,4-Dibromo-6-bromomethylanisole). The yield is 71.5%.